From a dataset of the Open Reaction Database (ORD), a public repository of structured organic reaction records. describe an organic reaction: reactants, conditions, products, and yield Reactants: C(CCC)OC=1C(C(C1NCC=1OC2=C(C1)C=C(C=C2)[N+](=O)[O-])=O)=O (3-butoxy-4-[(5-nitro-benzofuran-2-ylmethyl)-amino]-cyclobut-3-ene-1,2-dione), C(C)(C)(CC)N (tert-amylamine). Run in C(C)O (ethanol). Reaction conditions: temperature 70 celsius, time 18 hour. The product is CC(CC)(C)NC=1C(C(C1NCC=1OC2=C(C1)C=C(C=C2)[N+](=O)[O-])=O)=O (3-(1,1-dimethyl-propylamino)-4-[(5-nitro-benzofuran-2-ylmethyl)-amino]-cyclobut-3-ene-1,2-dione). Isolated yield 84.7%. Reaction SMILES: C(O[C:6]1[C:7](=[O:25])[C:8](=[O:24])[C:9]=1[NH:10][CH2:11][C:12]1[O:13][C:14]2[CH:20]=[CH:19][C:18]([N+:21]([O-:23])=[O:22])=[CH:17][C:15]=2[CH:16]=1)CCC.[C:26]([NH2:31])([CH2:29][CH3:30])([CH3:28])[CH3:27]>C(O)C>[CH3:27][C:26]([NH:31][C:6]1[C:7](=[O:25])[C:8](=[O:24])[C:9]=1[NH:10][CH2:11][C:12]1[O:13][C:14]2[CH:20]=[CH:19][C:18]([N+:21]([O-:23])=[O:22])=[CH:17][C:15]=2[CH:16]=1)([CH3:28])[CH2:29][CH3:30]. Procedure details: To 3-butoxy-4-[(5-nitro-benzofuran-2-ylmethyl)-amino]-cyclobut-3-ene-1,2-dione (0.25 g, 0.727 mmol), as prepared in Example 8, in ethanol (5 mL) was added tert-amylamine (0.53 mL, 4.54 mmol). The reaction was stirred at 70° C. for 18 hours and then at room temperature for 48 hours. The precipitated product was filtered and washed with ethyl acetate, diethyl ether, and petroleum ether to afford 0.22 g (85%) of 3-(1,1-dimethyl-propylamino)-4-[(5-nitro-benzofuran-2-ylmethyl)-amino]-cyclobut-3-ene-1...